Task: describe an organic reaction: reactants, conditions, products, and yield. Dataset: the Open Reaction Database (ORD), a public repository of structured organic reaction records Starting materials: NC=1C=C(C=C(C1)C)O (3-amino-5-methylphenol), ClC1=CC=C(CC(C(C)=O)C(C)=O)C=C1 (3-(4-chlorobenzyl)pentane-2,4-dione), C1(=CC=C(C=C1)S(=O)(=O)O)C (toluene-4-sulfonic acid). Conditions: temperature 160 celsius. Yields the product ClC1=CC=C(CC=2C(=NC=3C=C(C=C(C3C2C)O)C)C)C=C1 (3-(4-chlorobenzyl)-2,4,7-trimethylquinolin-5-ol). Reaction SMILES: [NH2:1][C:2]1[CH:3]=[C:4]([OH:9])[CH:5]=[C:6]([CH3:8])[CH:7]=1.[Cl:10][C:11]1[CH:24]=[CH:23][C:14]([CH2:15][CH:16]([C:20](=O)[CH3:21])[C:17](=O)[CH3:18])=[CH:13][CH:12]=1.C1(C)C=CC(S(O)(=O)=O)=CC=1>>[Cl:10][C:11]1[CH:24]=[CH:23][C:14]([CH2:15][C:16]2[C:20]([CH3:21])=[N:1][C:2]3[CH:7]=[C:6]([CH3:8])[CH:5]=[C:4]([OH:9])[C:3]=3[C:17]=2[CH3:18])=[CH:13][CH:12]=1. Procedure details: A mixture of 3-amino-5-methylphenol (1.0 g), 3-(4-chlorobenzyl)pentane-2,4-dione (1.7 g) and toluene-4-sulfonic acid (0.30 g) was heated at 160° C. under nitrogen for 3 hours. The mixture was cooled to room temperature and the residue triturated with methanol to give title compound, 1.5 g. Starting materials: BrC=1C=NSC1N[C@@H](CC(C)C)C(=O)NCC#N (N2-(4-bromoisothiazol-5-yl)-N1-(cyanomethyl)leucinamide), C(C)(C)(C)OC(=O)N1CCN(CC1)C1=CC=C(C=C1)B(O)O (4-[4-(tert-butoxycarbonyl)piperazin-1-yl]phenylboronic acid), C(=O)([O-])[O-].[Na+].[Na+] (Na2CO3). Reagents/catalysts: catalyst, C1=CC=C(C=C1)P([C-]2C=CC=C2)C3=CC=CC=C3.C1=CC=C(C=C1)P([C-]2C=CC=C2)C3=CC=CC=C3.Cl[Pd]Cl.[Fe+2] (PdCl2(dppf)). Solvent: CN(C=O)C (N,N-dimethylformamide), O (water). Yields the product C(#N)CNC([C@@H](NC1=C(C=NS1)C1=C(C=CC=C1)N1CCN(CC1)C(=O)OC(C)(C)C)CC(C)C)=O (N1-(cyanomethyl)-N2-[4-(4-(tert-butoxycarbonyl)piperazin-1-ylphenyl)isothiazol-5-yl]leucinamide). The yield is 45.5%. Reaction SMILES: Br[C:2]1[CH:3]=[N:4][S:5][C:6]=1[NH:7][C@H:8]([C:13]([NH:15][CH2:16][C:17]#[N:18])=[O:14])[CH2:9][CH:10]([CH3:12])[CH3:11].[C:19]([O:23][C:24]([N:26]1[CH2:31][CH2:30][N:29]([C:32]2[CH:37]=[CH:36][C:35](B(O)O)=[CH:34][CH:33]=2)[CH2:28][CH2:27]1)=[O:25])([CH3:22])([CH3:21])[CH3:20].C([O-])([O-])=O.[Na+].[Na+]>CN(C)C=O.O.C1C=CC(P(C2C=CC=CC=2)[C-]2C=CC=C2)=CC=1.C1C=CC(P(C2C=CC=CC=2)[C-]2C=CC=C2)=CC=1.Cl[Pd]Cl.[Fe+2]>[C:17]([CH2:16][NH:15][C:13](=[O:14])[C@H:8]([CH2:9][CH:10]([CH3:12])[CH3:11])[NH:7][C:6]1[S:5][N:4]=[CH:3][C:2]=1[C:33]1[CH:34]=[CH:35][CH:36]=[CH:37][C:32]=1[N:29]1[CH2:28][CH2:27][N:26]([C:24]([O:23][C:19]([CH3:22])([CH3:21])[CH3:20])=[O:25])[CH2:31][CH2:30]1)#[N:18] |f:2.3.4,7.8.9.10|. Reported procedure: A mixture of N2-(4-bromoisothiazol-5-yl)-N1-(cyanomethyl)leucinamide (91 mg, 0.27 mmol), 4-[4-(tert-butoxycarbonyl)piperazin-1-yl]phenylboronic acid (100 mg, 0.33 mmol, prepared as described in Example 1), PdCl2(dppf) (5 mg, 0.006 mmol) and 2.0 M Na2CO3 aqueous solution (0.17 mL, 0.34 mmol) were heated to 85° C. in N,N-dimethylformamide (0.80 mL) under a nitrogen atmosphere for a total of 8 h. During this period additional catalyst (5 mg) was introduced at the 2 h, 4 h and 6 h time points. The r... Starting materials: C(O)([O-])=O.[Na+] (sodium hydrogen carbonate), cyanohydrin, OC1(C(=CC=C(CCC=C(CCC=C(C1)C)C)C)C(C)C)C#N (1-hydroxy-2-(1-methylethyl)-5,9,13-trimethyl-2,4,8,12-cyclotetradecatetraenecarbonitrile). Solvent: C(C)OCC (ethyl ether). Reaction conditions: time 10 minute. The product is ketone, CC(C)C=1C(CC(=CCCC(=CCCC(=CC1)C)C)C)=O (2-(1-methylethyl)-5,9,13-trimethyl-2,4,8,12-cyclotetradecatetraene -1-on). Isolated yield 81.0%. RXN SMILES: [OH:1][C:2]1(C#N)[CH2:15][C:14]([CH3:16])=[CH:13][CH2:12][CH2:11][C:10]([CH3:17])=[CH:9][CH2:8][CH2:7][C:6]([CH3:18])=[CH:5][CH:4]=[C:3]1[CH:19]([CH3:21])[CH3:20].C(=O)([O-])O.[Na+]>C(OCC)C>[CH3:21][CH:19]([C:3]1[C:2](=[O:1])[CH2:15][C:14]([CH3:16])=[CH:13][CH2:12][CH2:11][C:10]([CH3:17])=[CH:9][CH2:8][CH2:7][C:6]([CH3:18])=[CH:5][CH:4]=1)[CH3:20] |f:1.2|. Procedure: A solution of the cyanohydrin which is 1-hydroxy-2-(1-methylethyl)-5,9,13-trimethyl-2,4,8,12-cyclotetradecatetraenecarbonitrile (78.0 mg, 0.25 mmol) in ethyl ether (4 ml) is added to a saturated aqueous sodium hydrogen carbonate solution (2 ml) on an ice-water bath and the mixture is stirred for 10 minutes under nitrogen atmosphere. After confirming disappearance of the starting compound, the organic layer is washed with water, dried over anhydrous magnesium sulfate and concentrated. The resulti...